This data is from the Open Reaction Database (ORD), a public repository of structured organic reaction records. The task is: describe an organic reaction: reactants, conditions, products, and yield The reactants are Cn1cnc(-c2ccccc2)c1CO, C1COCCO1. Product: Cn1cnc(-c2ccccc2)c1C=O. As a reaction SMILES: [CH3:1][n:2]1[cH:3][n:4][c:5](-[c:9]2[cH:10][cH:11][cH:12][cH:13][cH:14]2)[c:6]1[CH2:7][OH:8].[O:15]1[CH2:16][CH2:17][O:18][CH2:19][CH2:20]1>>[CH3:1][n:2]1[cH:3][n:4][c:5](-[c:9]2[cH:10][cH:11][cH:12][cH:13][cH:14]2)[c:6]1[CH:7]=[O:8]. Reactants: COc1cccc(S(=O)(=O)Nc2ccc(F)c(C(O)c3c[nH]c4ncccc34)c2F)c1, C1CCOC1, O. The product is COc1cccc(S(=O)(=O)Nc2ccc(F)c(C(=O)c3c[nH]c4ncccc34)c2F)c1. RXN SMILES: [F:1][c:2]1[c:3]([NH:20][S:21](=[O:22])(=[O:23])[c:24]2[cH:25][c:26]([O:30][CH3:31])[cH:27][cH:28][cH:29]2)[cH:4][cH:5][c:6]([F:19])[c:7]1[CH:8]([c:9]1[cH:10][nH:11][c:12]2[n:13][cH:14][cH:15][cH:16][c:17]12)[OH:18].[O:33]1[CH2:34][CH2:35][CH2:36][CH2:37]1.[OH2:32]>>[F:1][c:2]1[c:3]([NH:20][S:21](=[O:22])(=[O:23])[c:24]2[cH:25][c:26]([O:30][CH3:31])[cH:27][cH:28][cH:29]2)[cH:4][cH:5][c:6]([F:19])[c:7]1[C:8]([c:9]1[cH:10][nH:11][c:12]2[n:13][cH:14][cH:15][cH:16][c:17]12)=[O:18]. The reactants are Cl.NC(C(=O)OCC)C1C2=CC=CC=C2OC=2C=CC=CC12 (Ethyl α-amino-9H-xanthene-9-acetate hydrochloride), [OH-].[K+] (potassium hydroxide), [OH-].[K+] (potassium hydroxide), CCCCCC (hexane). Run in O (water), CC(C)O (2-propanol), C(C)O (ethanol), C(C)(=O)O (acetic acid), C(C)O (Ethanol). Run at time 13 hour. Yields the product Cl.NC(C(=O)O)C1C2=CC=CC=C2OC=2C=CC=CC12 (α-Amino-9H-xanthene-9-acetic acid, hydrochloride). As a reaction SMILES: [ClH:1].[NH2:2][CH:3]([CH:9]1[C:22]2[CH:21]=[CH:20][CH:19]=[CH:18][C:17]=2[O:16][C:15]2[C:10]1=[CH:11][CH:12]=[CH:13][CH:14]=2)[C:4]([O:6]CC)=[O:5].[OH-].[K+].CCCCCC>O.C(O)C.C(O)(=O)C.CC(O)C>[ClH:1].[NH2:2][CH:3]([CH:9]1[C:10]2[CH:11]=[CH:12][CH:13]=[CH:14][C:15]=2[O:16][C:17]2[C:22]1=[CH:21][CH:20]=[CH:19][CH:18]=2)[C:4]([OH:6])=[O:5] |f:0.1,2.3,9.10|. Reported procedure: Ethyl α-amino-9H-xanthene-9-acetate hydrochloride (5.33 g, 17 mmol) is combined with 45 mL of absolute ethanol and 27 mL of 1.25 M ethanolic potassium hydroxide solution (2 equivalents). The progress of the reaction is monitored by thin layer chromatography (TLC), silica gel (SiO2), hexane:2-propanol/3:7 with 1% of acetic acid. After 13 hours and an additional two equivalents of the potassium hydroxide solution (in three portions) most of the starting material is consumed. Ethanol is stripped of... Reactants: C(C)(C)(C)OC(=O)N1[C@H](CCC1)COC1=CC=C(C=C1)OC1=CC=C(C=C1)C ((R)-2-(4-p-tolyloxy-phenoxymethyl)-pyrrolidine-1-carboxylic acid tert-butyl ester), Cl (HCl). Run in O1CCOCC1 (dioxane). Yields the product Cl.C1(=CC=C(C=C1)OC1=CC=C(OC[C@@H]2NCCC2)C=C1)C ((R)-2-(4-p-Tolyloxy-phenoxymethyl)-pyrrolidine hydrochloride). Isolated yield 67.0%. As a reaction SMILES: C(OC([N:8]1[CH2:12][CH2:11][CH2:10][C@@H:9]1[CH2:13][O:14][C:15]1[CH:20]=[CH:19][C:18]([O:21][C:22]2[CH:27]=[CH:26][C:25]([CH3:28])=[CH:24][CH:23]=2)=[CH:17][CH:16]=1)=O)(C)(C)C.[ClH:29]>O1CCOCC1>[ClH:29].[C:25]1([CH3:28])[CH:24]=[CH:23][C:22]([O:21][C:18]2[CH:19]=[CH:20][C:15]([O:14][CH2:13][C@H:9]3[CH2:10][CH2:11][CH2:12][NH:8]3)=[CH:16][CH:17]=2)=[CH:27][CH:26]=1 |f:3.4|. Procedure details: Following the general procedure for Example 13 (step 4), the product from step 3 (0.39 g, 1.02 mmol) was treated with 4M HCl in dioxane (6 mL) to afford the title compound (0.12 g, 67%) as an off-white solid; 1H NMR (400 MHz, DMSO-d6) 1.74 (m, 1H), 1.94 (m, 2H), 2.11 (m, 1H), 2.27 (s, 3H), 3.21 (m, 2H), 3.88 (m, 1H), 4.13 (m, 1H), 4.22 (dd, J1=3.8 Hz, J2=10.8 Hz, 1H), 6.83 (d, J=8.4 Hz, 2H), 6.98 (m, 4H), 7.16 (d, J=8.4 Hz, 2H), 9.11 (br s, 1H), 9.67 (br s, 1H); MS (m/z) 284.4 (M+1); LC (98.8%);... The reactants are O=C([O-])O, CC(C)(C)[Si](C)(C)OC(CBr)c1ccc(OCc2ccccc2)c2[nH]c(=O)ccc12, CS(C)=O, NCCCCCCOCC(F)(F)c1ccccc1, [I-], [Na+], [Na+], O. Product: CC(C)(C)[Si](C)(C)OC(CNCCCCCCOCC(F)(F)c1ccccc1)c1ccc(OCc2ccccc2)c2[nH]c(=O)ccc12. As a reaction SMILES: [C:49](=[O:50])([OH:51])[O-:52].[CH2:1]([c:2]1[cH:3][cH:4][cH:5][cH:6][cH:7]1)[O:8][c:9]1[cH:10][cH:11][c:12]([CH:20]([CH2:21][Br:22])[O:23][Si:24]([CH3:25])([CH3:26])[C:27]([CH3:28])([CH3:29])[CH3:30])[c:13]2[cH:14][cH:15][c:16](=[O:19])[nH:17][c:18]12.[CH3:56][S:57]([CH3:58])=[O:59].[F:31][C:32]([CH2:33][O:34][CH2:35][CH2:36][CH2:37][CH2:38][CH2:39][CH2:40][NH2:41])([c:42]1[cH:43][cH:44][cH:45][cH:46][cH:47]1)[F:48].[I-:55].[Na+:53].[Na+:54].[OH2:60]>>[CH2:1]([c:2]1[cH:3][cH:4][cH:5][cH:6][cH:7]1)[O:8][c:9]1[cH:10][cH:11][c:12]([CH:20]([CH2:21][NH:41][CH2:40][CH2:39][CH2:38][CH2:37][CH2:36][CH2:35][O:34][CH2:33][C:32]([F:31])([c:42]2[cH:43][cH:44][cH:45][cH:46][cH:47]2)[F:48])[O:23][Si:24]([CH3:25])([CH3:26])[C:27]([CH3:28])([CH3:29])[CH3:30])[c:13]2[cH:14][cH:15][c:16](=[O:19])[nH:17][c:18]12. Starting materials: C12CNCCC2CN1C1=NC2=CC=CC=C2N=C1 (2-(3,8-diaza-bicyclo[4.2.0]oct-8-yl)-quinoxaline), [C@@H]12CN(CC[C@H]2CN1)C(=O)C1=C(C=CC(=C1)F)N1N=CC=N1 ((1R,6S)-3,8-diazabicyclo[4.2.0]octan-3-yl(5-fluoro-2-(2H-1,2,3-triazol-2-yl)phenyl)methanone), NC1=NC(=NC(=C1)Cl)C (4-amino-6-chloro-2-methylpyrimidine). Yields the product FC=1C=CC(=C(C1)C(=O)N1C[C@@H]2N(C[C@@H]2CC1)C1=CC(=NC(=N1)C)N)N1N=CC=N1 (6-[(1R,6S)-3-{[5-Fluoro-2-(2H-1,2,3-triazol-2-yl)phenyl]carbonyl}-3,8-diazabicyclo[4.2.0]oct-8-yl]-2-methylpyrimidin-4-amine). RXN SMILES: C12N(C3C=NC4C(=CC=CC=4)N=3)CC1CCNC2.[C@@H:19]12[NH:26][CH2:25][C@@H:24]1[CH2:23][CH2:22][N:21]([C:27]([C:29]1[CH:34]=[C:33]([F:35])[CH:32]=[CH:31][C:30]=1[N:36]1[N:40]=[CH:39][CH:38]=[N:37]1)=[O:28])[CH2:20]2.[NH2:41][C:42]1[CH:47]=[C:46](Cl)[N:45]=[C:44]([CH3:49])[N:43]=1>>[F:35][C:33]1[CH:32]=[CH:31][C:30]([N:36]2[N:40]=[CH:39][CH:38]=[N:37]2)=[C:29]([C:27]([N:21]2[CH2:22][CH2:23][C@@H:24]3[C@@H:19]([N:26]([C:46]4[N:45]=[C:44]([CH3:49])[N:43]=[C:42]([NH2:41])[CH:47]=4)[CH2:25]3)[CH2:20]2)=[O:28])[CH:34]=1. Reported procedure: The title compound was prepared in a manner analogous to Intermediate 2, Step A, using (1R,6S)-3,8-diazabicyclo[4.2.0]octan-3-yl(5-fluoro-2-(2H-1,2,3-triazol-2-yl)phenyl)methanone and 4-amino-6-chloro-2-methylpyrimidine. MS (ESI) mass calcd. for C20H21FN8O, 408.4; m/z found, 409.2 [M+H]+. Run in C(C)(=O)O (acetic acid). Starting materials: C(Cl)Cl.CO (CH2Cl2 MeOH), OC1=CC2=C(OC=C2C(=O)C2=CC=C(C=C2)OC)C2=CC=CC=C12 ((5-Hydroxy-naphtho[1,2-b]furan-3-yl)-(4-methoxyphenyl)-methanone), O (water), [N+](=O)(O)[O-] (nitric acid). Product: COC1=CC=C(C(=O)C=2C3=C(OC2)C2=CC=CC=C2C(C3=O)=O)C=C1 (3-(4-Methoxy-benzoyl)-naphtho[1,2-b]furan-4,5-dione). Procedure details: To a suspension of compound 23 (100 mg, 0.31 mmol) in glacial acetic acid (1.5 mL) at room temperature was added nitric acid (0.2 mL, d 1.35) dropwise with vigorous stirring. The mixture was then heated at 45° C. for 30 min, left to cool for 30 min, and poured into cold water. The resulting precipitate was filtered and recrystallized to obtain compound SKC-NF-01 (45 mg, 43%) as an orange solid. TLC Rf=0.4 (CH2Cl2-MeOH, 9:1); 1H NMR (CDCl3) δ 8.13 (d, J=7.0 Hz, 1H), 7.90 (app d, 2H), 7.86-7.82 (m... RXN SMILES: [OH:1][C:2]1[C:24]2[C:19](=[CH:20][CH:21]=[CH:22][CH:23]=2)[C:5]2[O:6][CH:7]=[C:8]([C:9]([C:11]3[CH:16]=[CH:15][C:14]([O:17][CH3:18])=[CH:13][CH:12]=3)=[O:10])[C:4]=2[CH:3]=1.[N+]([O-])(O)=[O:26].O.C(Cl)Cl.CO>C(O)(=O)C>[CH3:18][O:17][C:14]1[CH:15]=[CH:16][C:11]([C:9]([C:8]2[C:4]3[C:3](=[O:26])[C:2](=[O:1])[C:24]4[C:19](=[CH:20][CH:21]=[CH:22][CH:23]=4)[C:5]=3[O:6][CH:7]=2)=[O:10])=[CH:12][CH:13]=1 |f:3.4|. Run at temperature 45 celsius. Starting materials: B, CCOC(=O)c1c(C)c[nH]c1CC(=O)NCCN1CCOCC1, Cl, [Na+], C1CCOC1, C1CCOC1, [OH-], O. Yields the product CCOC(=O)c1c(C)c[nH]c1CCNCCN1CCOCC1. As a reaction SMILES: [BH3:29].[CH2:1]([CH3:2])[O:3][C:4](=[O:5])[c:6]1[c:7]([CH2:12][C:13]([NH:14][CH2:15][CH2:16][N:17]2[CH2:18][CH2:19][O:20][CH2:21][CH2:22]2)=[O:23])[nH:8][cH:9][c:10]1[CH3:11].[ClH:30].[Na+:32].[O:24]1[CH2:25][CH2:26][CH2:27][CH2:28]1.[O:33]1[CH2:34][CH2:35][CH2:36][CH2:37]1.[OH-:31].[OH2:38]>>[CH2:1]([CH3:2])[O:3][C:4](=[O:5])[c:6]1[c:7]([CH2:12][CH2:13][NH:14][CH2:15][CH2:16][N:17]2[CH2:18][CH2:19][O:20][CH2:21][CH2:22]2)[nH:8][cH:9][c:10]1[CH3:11]. Starting materials: OCC(=O)[C@@H](O)[C@H](O)[C@@H](O)CO (L-sorbose), P(P(I)I)(I)I (diphosphorus tetraiodide). Solvent: CC(=O)C (acetone). Conditions: temperature 60 celsius, time 4 hour. The product is CC1(OC[C@H]2[C@@H](O1)[C@H]3[C@@](O2)(OC(O3)(C)C)CO)C (2,3:4,6-di-O-isopropylidene-L-sorbofuranose). Yield: 119.1%. RXN SMILES: [OH:1][CH2:2][C:3]([C@H:5]([C@@H:7]([C@H:9]([CH2:11][OH:12])[OH:10])[OH:8])[OH:6])=[O:4].P(I)(I)P(I)I>CC(C)=O>[CH3:2][C:3]1([CH3:5])[O:6][C@H:5]2[C@@H:7]3[O:8][C:9]([CH3:11])([CH3:7])[O:10][C@:9]3([CH2:11][OH:12])[O:4][C@H:3]2[CH2:2][O:1]1. Reported procedure: To 200 ml of acetone were added 10.0 g of L-sorbose and 57 mg of diphosphorus tetraiodide and the mixture was refluxed with stirring in a water bath at 60° C. for 4 hours. During this reaction, the refluxing solvent was dried with 20 g of Molecular Sieves 3A interposed between the reaction vessel and the cooling jacket. The reaction mixture was then subjected to an after-treatment similar to that described in Example 11 to give 8.60 g (59.5%) of 2,3:4,6-di-O-isopropylidene-L-sorbofuranose (purit... Reactants: CC(=O)[O-], Cc1cc(C=O)ccc1O, C[N+](=O)[O-], [NH4+]. The product is Cc1cc(C=C[N+](=O)[O-])ccc1O. Reaction SMILES: [CH3:12][C:13](=[O:14])[O-:15].[CH3:1][c:2]1[cH:3][c:4]([CH:5]=[O:6])[cH:7][cH:8][c:9]1[OH:10].[N+:16](=[O:17])([O-:18])[CH3:19].[NH4+:11]>>[CH3:1][c:2]1[cH:3][c:4]([CH:5]=[CH:19][N+:16](=[O:17])[O-:18])[cH:7][cH:8][c:9]1[OH:10].